This data is from the Open Reaction Database (ORD), a public repository of structured organic reaction records. The task is: describe an organic reaction: reactants, conditions, products, and yield Reactants: FC1=CC=C(C=C1)CC=1C(=NC=NC1)N1CCOC2=C(C1)C=C(C=C2)C2=CC=C(C(=N2)N)N (6-(4-{5-[(4-fluorophenyl)methyl]pyrimidin-4-yl}-2,3,4,5-tetrahydro-1,4-benzoxazepin-7-yl)pyridine-2,3-diamine), COC(=O)NC(SC)=NC(=O)OC (1,3-bis(methoxycarbonyl)-2-methyl-2-thiopseudourea). Run in C(C)OCC (diethyl ether), C(C)(=O)O (acetic acid). Reaction conditions: temperature 80 celsius, time 2 hour. Product: FC1=CC=C(C=C1)CC=1C(=NC=NC1)N1CCOC2=C(C1)C=C(C=C2)C2=CC=C1C(=N2)NC(=N1)NC(OC)=O (methyl [5-(4-{5-[(4-fluorophenyl)methyl]pyrimidin-4-yl}-2,3,4,5-tetrahydro-1,4-benzoxazepin-7-yl)-3H-imidazo[4,5-b]pyridine-2-yl]carbamate). The yield is 304.1%. RXN SMILES: [F:1][C:2]1[CH:7]=[CH:6][C:5]([CH2:8][C:9]2[C:10]([N:15]3[CH2:21][C:20]4[CH:22]=[C:23]([C:26]5[N:31]=[C:30]([NH2:32])[C:29]([NH2:33])=[CH:28][CH:27]=5)[CH:24]=[CH:25][C:19]=4[O:18][CH2:17][CH2:16]3)=[N:11][CH:12]=[N:13][CH:14]=2)=[CH:4][CH:3]=1.[CH3:34][O:35][C:36]([NH:38][C:39](=NC(OC)=O)SC)=[O:37]>C(O)(=O)C.C(OCC)C>[F:1][C:2]1[CH:7]=[CH:6][C:5]([CH2:8][C:9]2[C:10]([N:15]3[CH2:21][C:20]4[CH:22]=[C:23]([C:26]5[N:31]=[C:30]6[NH:32][C:39]([NH:38][C:36](=[O:37])[O:35][CH3:34])=[N:33][C:29]6=[CH:28][CH:27]=5)[CH:24]=[CH:25][C:19]=4[O:18][CH2:17][CH2:16]3)=[N:11][CH:12]=[N:13][CH:14]=2)=[CH:4][CH:3]=1. Procedure details: To a solution of 6-(4-{5-[(4-fluorophenyl)methyl]pyrimidin-4-yl}-2,3,4,5-tetrahydro-1,4-benzoxazepin-7-yl)pyridine-2,3-diamine (0.200 g, 0.438 mmol) in glacial acetic acid (3 mL) was added 1,3-bis(methoxycarbonyl)-2-methyl-2-thiopseudourea (0.117 g, 0.570 mmol). The reaction mixture was stirred at 80° C. for 2 h and then concentrated. Ethyl acetate (100 mL) was added to the residue, and the solution was washed with saturated sodium bicarbonate (50 mL) then dried over anhydrous sodium sulfate. Fi... The reactants are CCOC(=O)C1(S(=O)(=O)c2ccc(OC)cc2)CCN(CC=C(C)C)CC1, CCO, [Na+], [OH-]. Yields the product COc1ccc(S(=O)(=O)C2(C(=O)O)CCN(CC=C(C)C)CC2)cc1. RXN SMILES: [CH2:1]([CH3:2])[O:3][C:4](=[O:5])[C:6]1([S:17](=[O:18])(=[O:19])[c:20]2[cH:21][cH:22][c:23]([O:26][CH3:27])[cH:24][cH:25]2)[CH2:7][CH2:8][N:9]([CH2:12][CH:13]=[C:14]([CH3:15])[CH3:16])[CH2:10][CH2:11]1.[CH3:30][CH2:31][OH:32].[Na+:29].[OH-:28]>>[O:3]=[C:4]([OH:5])[C:6]1([S:17](=[O:18])(=[O:19])[c:20]2[cH:21][cH:22][c:23]([O:26][CH3:27])[cH:24][cH:25]2)[CH2:7][CH2:8][N:9]([CH2:12][CH:13]=[C:14]([CH3:15])[CH3:16])[CH2:10][CH2:11]1. Reactants: O=C([O-])[O-], CCOC(=O)Cl, CC(C)=O, [K+], [K+], CC1CC(=O)NN=C1c1ccc2[nH]c(CCCN)nc2c1, O. Product: CCOC(=O)NCCCc1nc2cc(C3=NNC(=O)CC3C)ccc2[nH]1. RXN SMILES: [C:28](=[O:29])([O-:30])[O-:31].[CH2:1]([CH3:2])[O:3][C:4](=[O:5])[Cl:6].[CH3:34][C:35](=[O:36])[CH3:37].[K+:32].[K+:33].[NH2:7][CH2:8][CH2:9][CH2:10][c:11]1[n:12][c:13]2[c:14]([nH:15]1)[cH:16][cH:17][c:18]([C:20]1=[N:25][NH:24][C:23](=[O:26])[CH2:22][CH:21]1[CH3:27])[cH:19]2.[OH2:38]>>[CH2:1]([CH3:2])[O:3][C:4](=[O:5])[NH:7][CH2:8][CH2:9][CH2:10][c:11]1[n:12][c:13]2[c:14]([nH:15]1)[cH:16][cH:17][c:18]([C:20]1=[N:25][NH:24][C:23](=[O:26])[CH2:22][CH:21]1[CH3:27])[cH:19]2. Reactants: COC(=O)C(c1ccccc1Cl)N1CCc2sccc2C1, CS(=O)(=O)O, CO. Product: COC(=O)C(c1ccccc1Cl)N1CCc2sccc2C1, CS(=O)(=O)O. Reaction SMILES: [CH3:1][O:2][C:3](=[O:4])[CH:5]([N:6]1[CH2:7][CH2:8][c:9]2[s:10][cH:11][cH:12][c:13]2[CH2:14]1)[c:15]1[cH:16][cH:17][cH:18][cH:19][c:20]1[Cl:21].[CH3:22][S:23]([OH:24])(=[O:25])=[O:26].[CH3:27][OH:28]>>[CH3:1][O:2][C:3](=[O:4])[CH:5]([N:6]1[CH2:7][CH2:8][c:9]2[s:10][cH:11][cH:12][c:13]2[CH2:14]1)[c:15]1[cH:16][cH:17][cH:18][cH:19][c:20]1[Cl:21].[CH3:22][S:23](=[O:24])(=[O:25])[OH:26].